Dataset: the Open Reaction Database (ORD), a public repository of structured organic reaction records. Task: describe an organic reaction: reactants, conditions, products, and yield Isolated yield 28.0%. Product: FC=1C(=C2C(=NC1)C(=NN2)N)I (6-fluoro-7-iodo-1H-pyrazolo[4,3-b]pyridin-3-amine). RXN SMILES: F[C:2]1[C:3]([C:10]#[N:11])=[N:4][CH:5]=[C:6]([F:9])[C:7]=1[I:8].O.[NH2:13][NH2:14]>C(O)CCC>[F:9][C:6]1[C:7]([I:8])=[C:2]2[NH:14][N:13]=[C:10]([NH2:11])[C:3]2=[N:4][CH:5]=1 |f:1.2|. Procedure: 3,5-Difluoro-4-iodopicolinonitrile (1.0 g) was combined with butan-1-ol (10 mL) and hydrazine hydrate (100%, 0.82 mL) was added. The reaction was heated at 105° C. and after 2 hours cooled to room temperature, filtered, the filter rinsed with water, and the filtrate was concentrated to give a residue. The residue was washed with water and filtered to give 6-fluoro-7-iodo-1H-pyrazolo[4,3-b]pyridin-3-amine (27) as a solid (290 mg, 28% yield). 1H NMR (400 MHz, DMSO-d6) δ ppm 8.14 (s, 1H) 5.59 (s, 2... Reaction conditions: temperature 105 celsius. Starting materials: FC=1C(=NC=C(C1I)F)C#N (3,5-Difluoro-4-iodopicolinonitrile), O.NN (hydrazine hydrate). Solvent: C(CCC)O (butan-1-ol).